Dataset: the Open Reaction Database (ORD), a public repository of structured organic reaction records. Task: describe an organic reaction: reactants, conditions, products, and yield The reactants are O1[C@H]2[C@H]([C@H](C1)O)OC[C@H]2O ((3S,3aS,6R,6aR)-hexahydro-furo[3,2-b]furan-3,6-diol), C=1(C(=CC=CC1)S(=O)(=O)Cl)C (toluenesulfonylchloride), N1=CC=CC=C1 (pyridine). Product: O[C@@H]1CO[C@H]2[C@@H]1OC[C@@H]2OS(=O)(=O)C2=CC=C(C=C2)C (Toluene-4-sulfonic acid (3S,3aS,6R,6aR)-6-hydroxy-hexahydro-furo[3,2-b]furan-3-yl ester), O[C@H]1CO[C@H]2[C@@H]1OC[C@H]2OS(=O)(=O)C2=CC=C(C=C2)C (toluene-4-sulfonic acid (3R,3aS,6S,6aR)-6-hydroxy-hexahydro-furo[3,2-b]furan-3-yl ester). As a reaction SMILES: [O:1]1[CH2:5][C@H:4]([OH:6])[C@@H:3]2[O:7][CH2:8][C@@H:9]([OH:10])[C@@H:2]12.[C:11]1(C)[C:12]([S:17](Cl)(=[O:19])=[O:18])=[CH:13][CH:14]=[CH:15][CH:16]=1.N1C=CC=C[CH:23]=1>>[OH:6][C@H:4]1[C@H:3]2[O:7][CH2:8][C@H:9]([O:10][S:17]([C:12]3[CH:11]=[CH:16][C:15]([CH3:23])=[CH:14][CH:13]=3)(=[O:18])=[O:19])[C@H:2]2[O:1][CH2:5]1.[OH:6][C@@H:4]1[C@H:3]2[O:7][CH2:8][C@@H:9]([O:10][S:17]([C:12]3[CH:11]=[CH:16][C:15]([CH3:23])=[CH:14][CH:13]=3)(=[O:18])=[O:19])[C@H:2]2[O:1][CH2:5]1. Procedure details: A solution of 8.76 g of (3S,3aS,6R,6aR)-hexahydro-furo[3,2-b]furan-3,6-diol in 80 ml of pyridine is stirred for 16 hours with 13.7 g of toluenesulfonylchloride, solvent is distilled off and the distillation residue is dissolved in EtAc and extracted with 1N HCl, saturated aqueous NaHCO3-solution and H2O. The organic layer obtained is dried, solvent is evaporated and the evaporation residue is subjected to chromatography. Toluene-4-sulfonic acid (3S,3aS,6R,6aR)-6-hydroxy-hexahydro-furo[3,2-b]fura... The reactants are C1(=C(C(=CC(=C1)C)C)S(=O)(=O)ON)C (O-(mesitylsulfonyl)hydroxylamine), [Si](C)(C)(C(C)(C)C)OCCN(S(=O)(=O)C)C=1C=NC=CC1C=1C=C(C(=O)NC(C)(C)C2=CC=CC=C2)C=CC1 (3-(3-(N-(2-(tert-butyldimethylsilyloxy)ethyl)methylsulfonamido)pyridin-4-yl)-N-(2-phenylpropan-2-yl)benzamide). The solvent is ClCCl (dichloromethane), ClCCl (dichloromethane). Run at temperature 0 celsius. Yields the product CC1=C(C(=CC(=C1)C)C)S(=O)(=O)[O-].N[N+]1=CC(=C(C=C1)C1=CC(=CC=C1)C(NC(C)(C)C1=CC=CC=C1)=O)N(S(=O)(=O)C)CCO (1-amino-3-(N-(2-hydroxyethyl)methylsulfonamido)-4-(3-(2-phenylpropan-2-ylcarbamoyl)phenyl)pyridinium 2,4,6-trimethylbenzenesulfonate). Reaction SMILES: [Si]([O:8][CH2:9][CH2:10][N:11]([C:16]1[CH:17]=[N:18][CH:19]=[CH:20][C:21]=1[C:22]1[CH:23]=[C:24]([CH:37]=[CH:38][CH:39]=1)[C:25]([NH:27][C:28]([C:31]1[CH:36]=[CH:35][CH:34]=[CH:33][CH:32]=1)([CH3:30])[CH3:29])=[O:26])[S:12]([CH3:15])(=[O:14])=[O:13])(C(C)(C)C)(C)C.[C:40]1([CH3:53])[CH:45]=[C:44]([CH3:46])[CH:43]=[C:42]([CH3:47])[C:41]=1[S:48]([O:51][NH2:52])(=[O:50])=[O:49]>ClCCl>[CH3:47][C:42]1[CH:43]=[C:44]([CH3:46])[CH:45]=[C:40]([CH3:53])[C:41]=1[S:48]([O-:51])(=[O:50])=[O:49].[NH2:52][N+:18]1[CH:19]=[CH:20][C:21]([C:22]2[CH:39]=[CH:38][CH:37]=[C:24]([C:25](=[O:26])[NH:27][C:28]([C:31]3[CH:36]=[CH:35][CH:34]=[CH:33][CH:32]=3)([CH3:30])[CH3:29])[CH:23]=2)=[C:16]([N:11]([CH2:10][CH2:9][OH:8])[S:12]([CH3:15])(=[O:14])=[O:13])[CH:17]=1 |f:3.4|. Reported procedure: To a cooled solution (0° C., ice bath) containing 3-(3-(N-(2-(tert-butyldimethylsilyloxy)ethyl)methylsulfonamido)pyridin-4-yl)-N-(2-phenylpropan-2-yl)benzamide (0.090 g, 0.12 mmol) and dichloromethane (2 mL) was added O-(mesitylsulfonyl)hydroxylamine (0.080 g, 0.37 mmol) in dichloromethane (2 mL) quickly, dropwise. The solution was maintained at 0° C. for 15 min, removed from the cooling bath and maintained at ambient temperature for 2 h. The solution was concentrated, dissolved in methanol (5 m... The reactants are ice water, ice water, ClC1=C(C=CC(=C1)NC1=C(C=CC=C1)N)C(=O)C1=C(C=CC=C1)C ({2-chloro-4-[(2-aminophenyl)amino]phenyl}(2-methylphenyl)methanone), C1(=CC=CC=C1)S(=O)(=O)Cl (benzenesulfonyl chloride). The solvent is N1=CC=CC=C1 (pyridine). Reaction conditions: time 48 hour. The product is ClC=1C=C(C=CC1C(C1=C(C=CC=C1)C)=O)NC1=C(C=CC=C1)NS(=O)(=O)C1=CC=CC=C1 (N-(2-{[3-Chloro-4-(2-methylbenzoyl)phenyl]amino}phenyl)-benzenesulfonamide). As a reaction SMILES: [Cl:1][C:2]1[CH:7]=[C:6]([NH:8][C:9]2[CH:14]=[CH:13][CH:12]=[CH:11][C:10]=2[NH2:15])[CH:5]=[CH:4][C:3]=1[C:16]([C:18]1[CH:23]=[CH:22][CH:21]=[CH:20][C:19]=1[CH3:24])=[O:17].[C:25]1([S:31](Cl)(=[O:33])=[O:32])[CH:30]=[CH:29][CH:28]=[CH:27][CH:26]=1>N1C=CC=CC=1>[Cl:1][C:2]1[CH:7]=[C:6]([NH:8][C:9]2[CH:14]=[CH:13][CH:12]=[CH:11][C:10]=2[NH:15][S:31]([C:25]2[CH:30]=[CH:29][CH:28]=[CH:27][CH:26]=2)(=[O:33])=[O:32])[CH:5]=[CH:4][C:3]=1[C:16](=[O:17])[C:18]1[CH:23]=[CH:22][CH:21]=[CH:20][C:19]=1[CH3:24]. Reported procedure: To a cold (ice/water) solution of {2-chloro-4-[(2-aminophenyl)amino]phenyl}(2-methylphenyl)methanone (0.67 g, 2.0 mmol)(disclosed in WO 98/32730) in pyridine (10 mL) was added benzenesulfonyl chloride (0.32 mL, 2.5 mmol). The reaction mixture was warmed to room temperature. After stirring for 48 h, the reaction mixture was poured into ice water. The precipitate was filtered off, washed with water, and diethyl ether to afford the crude product. Crystallization from acetic acid afforded the title ... Yield: 87.0%. Reactants: NC=1C=C(OC2=CC=NC=3NC(C(=NC32)C)=O)C=CC1 (8-(3-aminophenoxy)-2-methylpyrido[2,3-b]pyrazin-3(4H)-one), FC(OC=1C=C(C(=O)Cl)C=CC1)(F)F (3-trifluoromethoxybenzoyl chloride). RXN SMILES: [NH2:1][C:2]1[CH:3]=[C:4]([CH:18]=[CH:19][CH:20]=1)[O:5][C:6]1[C:15]2[N:14]=[C:13]([CH3:16])[C:12](=[O:17])[NH:11][C:10]=2[N:9]=[CH:8][CH:7]=1.[F:21][C:22]([F:34])([F:33])[O:23][C:24]1[CH:25]=[C:26]([CH:30]=[CH:31][CH:32]=1)[C:27](Cl)=[O:28]>>[CH3:16][C:13]1[C:12](=[O:17])[NH:11][C:10]2[N:9]=[CH:8][CH:7]=[C:6]([O:5][C:4]3[CH:3]=[C:2]([NH:1][C:27](=[O:28])[C:26]4[CH:30]=[CH:31][CH:32]=[C:24]([O:23][C:22]([F:21])([F:33])[F:34])[CH:25]=4)[CH:20]=[CH:19][CH:18]=3)[C:15]=2[N:14]=1. Product: CC1=NC2=C(NC1=O)N=CC=C2OC=2C=C(C=CC2)NC(C2=CC(=CC=C2)OC(F)(F)F)=O (N-(3-(2-methyl-3-oxo-3,4-dihydropyrido[2,3-b]pyrazin-8-yloxy)phenyl)-3-(trifluoromethoxy)benzamide), solid. Procedure details: Method G1 was used with 8-(3-aminophenoxy)-2-methylpyrido[2,3-b]pyrazin-3(4H)-one and 3-trifluoromethoxybenzoyl chloride to afford the title compound as a slightly yellow solid (74 mg, 87%). Starting materials: CC(C(Cc1ccc(C(=O)Nc2ccccc2)o1)c1ccc2c(c1)OCO2)N(CC=Cc1ccccc1)C(=O)C(O)=C(CC(=O)O)C(=O)OC(C)(C)C, CCO, Cl, NO, CC(NCC=Cc1ccccc1)C(Cc1ccc(C(=O)Nc2ccccc2)o1)c1ccc2c(c1)OCO2, c1ccncc1. Yields the product CCOC(=O)C(CC(=O)O)=C(O)C(=O)N(CC=Cc1ccccc1)C(C)C(Cc1ccc(C(=O)Nc2ccccc2)o1)c1ccc2c(c1)OCO2. As a reaction SMILES: [C:1]([CH3:2])([CH3:3])([CH3:4])[O:5][C:6](=[O:7])[C:8]([CH2:9][C:10](=[O:11])[OH:12])=[C:13]([C:14]([N:15]([CH2:16][CH:17]=[CH:18][c:19]1[cH:20][cH:21][cH:22][cH:23][cH:24]1)[CH:25]([CH:26]([CH2:27][c:28]1[o:29][c:30]([C:33]([NH:34][c:35]2[cH:36][cH:37][cH:38][cH:39][cH:40]2)=[O:41])[cH:31][cH:32]1)[c:42]1[cH:43][c:44]2[c:45]([cH:46][cH:47]1)[O:48][CH2:49][O:50]2)[CH3:51])=[O:52])[OH:53].[CH3:100][CH2:101][OH:102].[ClH:91].[NH2:92][OH:93].[c:54]1([CH:55]=[CH:56][CH2:57][NH:58][CH:59]([CH3:60])[CH:61]([c:62]2[cH:63][cH:64][c:65]3[c:69]([cH:70]2)[O:68][CH2:67][O:66]3)[CH2:71][c:72]2[o:73][c:74]([C:75](=[O:76])[NH:77][c:78]3[cH:79][cH:80][cH:81][cH:82][cH:83]3)[cH:84][cH:85]2)[cH:86][cH:87][cH:88][cH:89][cH:90]1.[cH:94]1[cH:95][cH:96][n:97][cH:98][cH:99]1>>[CH2:1]([CH3:2])[O:5][C:6](=[O:7])[C:8]([CH2:9][C:10](=[O:11])[OH:12])=[C:13]([C:14]([N:15]([CH2:16][CH:17]=[CH:18][c:19]1[cH:20][cH:21][cH:22][cH:23][cH:24]1)[CH:25]([CH:26]([CH2:27][c:28]1[o:29][c:30]([C:33]([NH:34][c:35]2[cH:36][cH:37][cH:38][cH:39][cH:40]2)=[O:41])[cH:31][cH:32]1)[c:42]1[cH:43][c:44]2[c:45]([cH:46][cH:47]1)[O:48][CH2:49][O:50]2)[CH3:51])=[O:52])[OH:53].